Dataset: the Open Reaction Database (ORD), a public repository of structured organic reaction records. Task: describe an organic reaction: reactants, conditions, products, and yield The reactants are N[C@@H](CC1=CNC2=CC=CC=C12)C(=O)NCCCCNC(=O)OC(C)(C)C (Trp-NH(CH2)4NHBoc), C=1C=CC2=C(C1)N=NN2O (HOBt), N([C@@H](CC1=CC=C(C=C1)OCC1=CC=CC=C1)C(=O)N[C@@H](CCCCNC(=O)OC(C)(C)C)C(=O)O)C(=O)OC(C)(C)C (N-Boc-Tyr(Bn)-Lys(Boc)-OH), C(CCl)Cl (EDC). Run in C(Cl)Cl.CN(C)C=O (CH2Cl2 DMF). Product: N([C@@H](CC1=CC=C(C=C1)OCC1=CC=CC=C1)C(=O)N[C@@H](CCCCNC(=O)OC(C)(C)C)C(=O)N[C@@H](CC1=CNC2=CC=CC=C12)C(=O)NCCCCNC(=O)OC(C)(C)C)C(=O)OC(C)(C)C (N-Boc-Tyr(Bn)-Lys(Boc)-Trp-NH(CH2)4NHBoc). Isolated yield 65.8%. Reaction SMILES: [NH2:1][C@H:2]([C:13]([NH:15][CH2:16][CH2:17][CH2:18][CH2:19][NH:20][C:21]([O:23][C:24]([CH3:27])([CH3:26])[CH3:25])=[O:22])=[O:14])[CH2:3][C:4]1[C:12]2[C:7](=[CH:8][CH:9]=[CH:10][CH:11]=2)[NH:6][CH:5]=1.[NH:28]([C:64]([O:66][C:67]([CH3:70])([CH3:69])[CH3:68])=[O:65])[C@H:29]([C:45]([NH:47][C@H:48]([C:61](O)=[O:62])[CH2:49][CH2:50][CH2:51][CH2:52][NH:53][C:54]([O:56][C:57]([CH3:60])([CH3:59])[CH3:58])=[O:55])=[O:46])[CH2:30][C:31]1[CH:36]=[CH:35][C:34]([O:37][CH2:38][C:39]2[CH:44]=[CH:43][CH:42]=[CH:41][CH:40]=2)=[CH:33][CH:32]=1.C(Cl)CCl.C1C=CC2N(O)N=NC=2C=1>C(Cl)Cl.CN(C=O)C>[NH:28]([C:64]([O:66][C:67]([CH3:70])([CH3:69])[CH3:68])=[O:65])[C@H:29]([C:45]([NH:47][C@H:48]([C:61]([NH:1][C@H:2]([C:13]([NH:15][CH2:16][CH2:17][CH2:18][CH2:19][NH:20][C:21]([O:23][C:24]([CH3:27])([CH3:26])[CH3:25])=[O:22])=[O:14])[CH2:3][C:4]1[C:12]2[C:7](=[CH:8][CH:9]=[CH:10][CH:11]=2)[NH:6][CH:5]=1)=[O:62])[CH2:49][CH2:50][CH2:51][CH2:52][NH:53][C:54]([O:56][C:57]([CH3:60])([CH3:59])[CH3:58])=[O:55])=[O:46])[CH2:30][C:31]1[CH:36]=[CH:35][C:34]([O:37][CH2:38][C:39]2[CH:44]=[CH:43][CH:42]=[CH:41][CH:40]=2)=[CH:33][CH:32]=1 |f:4.5|. Procedure: compound SP308P. Same procedure as above with Trp-NH(CH2)4NHBoc (152.4 mg, 0.407 mmol), N-Boc-Tyr(Bn)-Lys(Boc)-OH (247.3 mg, 0.407 mmol), EDC (85.8 mg, 0.45 mmol) and HOBt (60.7 mg, 0.45 mmol) in CH2Cl2/DMF (1.8 mL, 1/1). The crude residue was triturated with MeOH/pentane to afford a white solid (255.9 mg, 65%). 1H NMR (300 MHz, DMSO-d6) δ 1.29-1.57 (m, 10H, 3 CH2 Lys, 2 CH2 putrescine), 1.29 (s, 9H, (CH3)3), 1.36 (s, 9H, (CH3)3), 2.64 (m, 1H, CH2 Tyr), 2.86-3.11 (m, 9H, CH2 Lys, CH2 Tyr, CH2 Tr...